From a dataset of the Open Reaction Database (ORD), a public repository of structured organic reaction records. describe an organic reaction: reactants, conditions, products, and yield Reactants: magnesium salt, C1(CCCCC1)[Mg]Cl (cyclohexyl magnesium chloride), [Cl-].[NH4+] (ammonium chloride), C(C)O[Si](OCC)(OCC)OCC (tetraethoxysilane). Solvent: C(C)OCC (diethyl ether). Conditions: time 6 hour. The product is C1(CCCCC1)[Si](OCC)(OCC)OCC (cyclohexyltriethoxysilane). Reaction SMILES: C(O[Si:4]([O:11][CH2:12][CH3:13])([O:8][CH2:9][CH3:10])[O:5][CH2:6][CH3:7])C.[CH:14]1([Mg]Cl)[CH2:19][CH2:18][CH2:17][CH2:16][CH2:15]1.[Cl-].[NH4+]>C(OCC)C>[CH:14]1([Si:4]([O:5][CH2:6][CH3:7])([O:8][CH2:9][CH3:10])[O:11][CH2:12][CH3:13])[CH2:19][CH2:18][CH2:17][CH2:16][CH2:15]1 |f:2.3|. Reported procedure: 60 ml of dry diethyl ether and 14.0 gram (0.067 mole) of tetraethoxysilane were charged in a 250 ml flask equipped with a reflux condenser and a stirring apparatus in an atmosphere of nitrogen and above prepared solution of cyclohexyl magnesium chloride was slowly added while keeping the internal temperature below 10° C. After completion of addition stirring was carried out at room temperature for 6 hours and at reflux temperature for 2 hours. To the resulting reaction mass 10-20 ml of saturated...